describe an organic reaction: reactants, conditions, products, and yield From a dataset of the Open Reaction Database (ORD), a public repository of structured organic reaction records. Reactants: C(C)(C)(C)OC(=O)N1CCC(CC1)C(=O)SC1=CC=CC=C1 (4-phenylsulfanylcarbonyl-piperidine-1-carboxylic acid tert-butyl ester), C(=O)(C(F)(F)F)O (TFA). Solvent: ClCCl (dichloromethane). Product: C1(=CC=CC=C1)SC(=O)C1CCNCC1 (Piperidine-4-carbothioic acid S-phenyl ester). Yield: 95.9%. As a reaction SMILES: C(OC([N:8]1[CH2:13][CH2:12][CH:11]([C:14]([S:16][C:17]2[CH:22]=[CH:21][CH:20]=[CH:19][CH:18]=2)=[O:15])[CH2:10][CH2:9]1)=O)(C)(C)C.C(O)(C(F)(F)F)=O>ClCCl>[C:17]1([S:16][C:14]([CH:11]2[CH2:10][CH2:9][NH:8][CH2:13][CH2:12]2)=[O:15])[CH:18]=[CH:19][CH:20]=[CH:21][CH:22]=1. Reported procedure: To a solution of 4-phenylsulfanylcarbonyl-piperidine-1-carboxylic acid tert-butyl ester (1.11 g, 3.45 mmol) in dichloromethane (10 mL) was then added TFA (2 mL) the reaction was then stirred at 25° C. for 2.5 hours and the solvent was removed under vacuum and the crude material was co-evaporated 3 times with dichloromethane to afford the title compound (750 mg, 3.31 mmol). The crude material was used directly in the next step without subsequent purification. MS (ESI) m/z 221.8 (M+H+); HPLC (Inse... Reactants: COC=1C=C2CCC(C2=CC1OC)=O (5,6-dimethoxyindan-1-one), CC1=CC=C(C=C1)N=CC=1C(=CC2=C(OCO2)C1)N (6[[(4-methylphenyl)imino]methyl]-1,3-benzodioxol-5-amine). The product is COC=1C(=CC=2CC=3C(=NC=4C=C5C(=CC4C3)OCO5)C2C1)OC (7,8-dimethoxy-10H-1,3-dioxolo[4,5-g]indeno[1,2-b]quinoline). The yield is 80.9%. RXN SMILES: [CH3:1][O:2][C:3]1[CH:4]=[C:5]2[C:9](=[CH:10][C:11]=1[O:12][CH3:13])[C:8](=O)[CH2:7][CH2:6]2.CC1C=CC(N=[CH:23][C:24]2[C:25]([NH2:33])=[CH:26][C:27]3[O:31][CH2:30][O:29][C:28]=3[CH:32]=2)=CC=1>>[CH3:13][O:12][C:11]1[C:3]([O:2][CH3:1])=[CH:4][C:5]2[CH2:6][C:7]3[C:8]([C:9]=2[CH:10]=1)=[N:33][C:25]1[CH:26]=[C:27]2[O:31][CH2:30][O:29][C:28]2=[CH:32][C:24]=1[CH:23]=3. Procedure: Using the procedure of Example 1, 5,6-dimethoxyindan-1-one (192 mg, 1 mmol) is reacted with 6[[(4-methylphenyl)imino]methyl]-1,3-benzodioxol-5-amine (255 mg, 1 mmol) to yields 7,8-dimethoxy-10H-1,3-dioxolo[4,5-g]indeno[1,2-b]quinoline (260 mg, 81 % of theory).